Dataset: the Open Reaction Database (ORD), a public repository of structured organic reaction records. Task: describe an organic reaction: reactants, conditions, products, and yield Reactants: NN1CCCCC1, NN1CCCC1, O=C1OC(=O)c2ccccc21. Yields the product NN1CCCCC1, C1CCNC1. Reaction SMILES: [NH2:1][N:2]1[CH2:3][CH2:4][CH2:5][CH2:6][CH2:7]1.[NH2:8][N:9]1[CH2:10][CH2:11][CH2:12][CH2:13]1.[O:14]=[C:15]1[c:16]2[c:17]([cH:18][cH:19][cH:20][cH:21]2)[C:22](=[O:23])[O:24]1>>[NH2:1][N:2]1[CH2:3][CH2:4][CH2:5][CH2:6][CH2:7]1.[NH:9]1[CH2:10][CH2:11][CH2:12][CH2:13]1. The reactants are C(C)(C)(C)OC(N(C1=CC=NC=C1)CCOC1=CC(=CC(=C1)C(N(C1=C(C=CC=C1)F)CCC#N)=O)Cl)=O ((2-{3-chloro-5-[(2-cyano-ethyl)-(2-fluoro-phenyl)-carbamoyl]-phenoxy}-ethyl)-pyridin-4-yl-carbamic acid tert-butyl ester), O (water), FC(C(=O)O)(F)F (trifluoroacetic acid). Run in ClCCl (dichloromethane). Reaction conditions: time 2 hour. Yields the product FC(C(=O)O)(F)F.C(N)(=O)CCN(C(C1=CC(=CC(=C1)OCCNC1=CC=NC=C1)Cl)=O)C1=C(C=CC=C1)F (N-(2-Carbamoyl-ethyl)-3-chloro-N-(2-fluoro-phenyl)-5-[2-(pyridin-4-ylamino)-ethoxy]-benzamide trifluoroacetate). As a reaction SMILES: C(OC(=O)[N:7]([CH2:14][CH2:15][O:16][C:17]1[CH:22]=[C:21]([C:23](=[O:36])[N:24]([CH2:32][CH2:33][C:34]#[N:35])[C:25]2[CH:30]=[CH:29][CH:28]=[CH:27][C:26]=2[F:31])[CH:20]=[C:19]([Cl:37])[CH:18]=1)[C:8]1[CH:13]=[CH:12][N:11]=[CH:10][CH:9]=1)(C)(C)C.[OH2:39].[F:40][C:41]([F:46])([F:45])[C:42]([OH:44])=[O:43]>ClCCl>[F:40][C:41]([F:46])([F:45])[C:42]([OH:44])=[O:43].[C:34]([CH2:33][CH2:32][N:24]([C:25]1[CH:30]=[CH:29][CH:28]=[CH:27][C:26]=1[F:31])[C:23](=[O:36])[C:21]1[CH:22]=[C:17]([O:16][CH2:15][CH2:14][NH:7][C:8]2[CH:9]=[CH:10][N:11]=[CH:12][CH:13]=2)[CH:18]=[C:19]([Cl:37])[CH:20]=1)(=[O:39])[NH2:35] |f:4.5|. Procedure details: A solution of (2-{3-chloro-5-[(2-cyano-ethyl)-(2-fluoro-phenyl)-carbamoyl]-phenoxy}-ethyl)-pyridin-4-yl-carbamic acid tert-butyl ester (0.055 g) and water (0.020 ml) in a mixture of trifluoroacetic acid (1 ml) and dichloromethane (1 ml) was stirred at room temperature for 2 h and then the solvent removed under reduced pressure. The residue was purified by preparative hplc to give the title compound (0.035 g) as a colourless gum by concentration of the required fraction under reduced pressure and... The reactants are CCN(CCN1CCCc2cc(NC(=N)c3cccs3)ccc21)C(=O)OC(C)(C)C, CO, Cl. Yields the product CCNCCN1CCCc2cc(NC(=N)c3cccs3)ccc21. As a reaction SMILES: [CH2:1]([CH3:2])[N:3]([C:4](=[O:5])[O:6][C:7]([CH3:8])([CH3:9])[CH3:10])[CH2:11][CH2:12][N:13]1[CH2:14][CH2:15][CH2:16][c:17]2[cH:18][c:19]([NH:23][C:24](=[NH:25])[c:26]3[s:27][cH:28][cH:29][cH:30]3)[cH:20][cH:21][c:22]21.[CH3:32][OH:33].[ClH:31]>>[CH2:1]([CH3:2])[NH:3][CH2:11][CH2:12][N:13]1[CH2:14][CH2:15][CH2:16][c:17]2[cH:18][c:19]([NH:23][C:24](=[NH:25])[c:26]3[s:27][cH:28][cH:29][cH:30]3)[cH:20][cH:21][c:22]21. Reactants: CC(C)(CC(=O)O)C(=O)O, NC(N)=O, O. Product: CC1(C)CC(=O)NC1=O. As a reaction SMILES: [CH3:1][C:2]([CH2:3][C:4](=[O:5])[OH:9])([C:7]([OH:6])=[O:8])[CH3:10].[NH2:11][C:12](=[O:13])[NH2:14].[OH2:15]>>[CH3:1][C:2]1([CH3:10])[CH2:3][C:4](=[O:5])[NH:11][C:7]1=[O:8].